Dataset: the Open Reaction Database (ORD), a public repository of structured organic reaction records. Task: describe an organic reaction: reactants, conditions, products, and yield Yields the product CON(C)C(=O)c1ccc(F)cc1[N+](=O)[O-]. RXN SMILES: [CH2:27]([N:28]=[C:29]=[N:30][CH2:31][CH2:32][CH2:33][N:34]([CH3:35])[CH3:36])[CH3:37].[CH3:15][NH:16][O:17][CH3:18].[CH3:19][N:20]1[CH2:21][CH2:22][O:23][CH2:24][CH2:25]1.[Cl:38][CH2:39][Cl:40].[ClH:14].[ClH:26].[F:1][c:2]1[cH:3][c:4]([N+:11](=[O:12])[O-:13])[c:5]([C:6](=[O:7])[OH:8])[cH:9][cH:10]1>>[F:1][c:2]1[cH:3][c:4]([N+:11](=[O:12])[O-:13])[c:5]([C:6](=[O:7])[N:16]([CH3:15])[O:17][CH3:18])[cH:9][cH:10]1. The reactants are CCN=C=NCCCN(C)C, CNOC, CN1CCOCC1, ClCCl, Cl, Cl, O=C(O)c1ccc(F)cc1[N+](=O)[O-]. Reactants: [BH4-], O=C(NC(Cc1ccccc1)C(=O)O)OCc1ccccc1, CO, CC(=O)Cl, O=C([O-])C1CCCO1. Product: O=C(NC(Cc1ccccc1)C(O)CCl)OCc1ccccc1. Reaction SMILES: [BH4-:35].[CH2:5]([c:6]1[cH:7][cH:8][cH:9][cH:10][cH:11]1)[O:12][C:13](=[O:14])[NH:15][CH:16]([CH2:17][c:18]1[cH:19][cH:20][cH:21][cH:22][cH:23]1)[C:24](=[O:25])[OH:26].[CH3:36][OH:37].[Cl:1][C:2]([CH3:3])=[O:4].[O:27]1[CH2:28][CH2:29][CH2:30][CH:31]1[C:32]([O-:33])=[O:34]>>[Cl:1][CH2:2][CH:24]([CH:16]([NH:15][C:13]([O:12][CH2:5][c:6]1[cH:7][cH:8][cH:9][cH:10][cH:11]1)=[O:14])[CH2:17][c:18]1[cH:19][cH:20][cH:21][cH:22][cH:23]1)[OH:26]. Reactants: FC=1C=C(OC2=CC(=NC=C2)C2=CC(=CN2)C(=O)NCCCNC(OC(C)(C)C)=O)C=CC1NC(=O)NC1=C(C=CC(=C1)C)F (tert-butyl (3-{[(5-{4-[3-fluoro-4-({[(2-fluoro-5-methylphenyl)amino]carbonyl}amino)phenoxy]pyridin-2-yl}-1H-pyrrol-3-yl)carbonyl]amino}propyl)carbamate), FC(C(=O)O)(F)F (trifluoroacetic acid). Solvent: C(Cl)Cl (methylene chloride). Conditions: time 20 minute. Yields the product NCCCNC(=O)C1=CNC(=C1)C1=NC=CC(=C1)OC1=CC(=C(C=C1)NC(=O)NC1=C(C=CC(=C1)C)F)F (N-(3-aminopropyl)-5-{4-[3-fluoro-4-({[(2-fluoro-5-methylphenyl)amino]carbonyl}amino)phenoxy]pyridin-2-yl}-1H-pyrrole-3-carboxamide). RXN SMILES: [F:1][C:2]1[CH:3]=[C:4]([CH:31]=[CH:32][C:33]=1[NH:34][C:35]([NH:37][C:38]1[CH:43]=[C:42]([CH3:44])[CH:41]=[CH:40][C:39]=1[F:45])=[O:36])[O:5][C:6]1[CH:11]=[CH:10][N:9]=[C:8]([C:12]2[NH:16][CH:15]=[C:14]([C:17]([NH:19][CH2:20][CH2:21][CH2:22][NH:23]C(=O)OC(C)(C)C)=[O:18])[CH:13]=2)[CH:7]=1.FC(F)(F)C(O)=O>C(Cl)Cl>[NH2:23][CH2:22][CH2:21][CH2:20][NH:19][C:17]([C:14]1[CH:13]=[C:12]([C:8]2[CH:7]=[C:6]([O:5][C:4]3[CH:31]=[CH:32][C:33]([NH:34][C:35]([NH:37][C:38]4[CH:43]=[C:42]([CH3:44])[CH:41]=[CH:40][C:39]=4[F:45])=[O:36])=[C:2]([F:1])[CH:3]=3)[CH:11]=[CH:10][N:9]=2)[NH:16][CH:15]=1)=[O:18]. Procedure details: To a stirred suspension of tert-butyl (3-{[(5-{4-[3-fluoro-4-({[(2-fluoro-5-methylphenyl)amino]carbonyl}amino)phenoxy]pyridin-2-yl}-1H-pyrrol-3-yl)carbonyl]amino}propyl)carbamate (450 mg, 0.72 mmol) in 10 ml of methylene chloride was added 5 ml of trifluoroacetic acid. The mixture was stirred at room temperature for 20 minutes and evaporated to dryness under reduced pressure. The residue was re-dissolved in MeOH (5 ml) and poured into 100 ml of water with vigorous stirring. Saturated NaHCO3 solu... Starting materials: IC(C)I (diiodoethane), C([O-])([O-])=O.[K+].[K+] (potassium carbonate), FC=1C=C2C(=C(C(=NC2=C(C1F)F)S)C(=O)OCC)O (ethyl 6,7,8-trifluoro-4-hydroxy-2-mercaptoquinoline-3-carboxylate). Solvent: CN(C=O)C (N,N-dimethylformamide), CN(C=O)C (N,N-dimethylformamide). Conditions: time 30 minute. Product: FC=1C=C2C(C(=C3N(C2=C(C1F)F)C(S3)C)C(=O)OCC)=O (ethyl 6,7,8-trifluoro-1-methyl-4-oxo-4H-[1,3]thiazeto[3,2-a]quinoline-3-carboxylate). The yield is 50.8%. RXN SMILES: I[CH:2](I)[CH3:3].C(=O)([O-])[O-].[K+].[K+].[F:11][C:12]1[CH:13]=[C:14]2[C:19](=[C:20]([F:23])[C:21]=1[F:22])[N:18]=[C:17]([SH:24])[C:16]([C:25]([O:27][CH2:28][CH3:29])=[O:26])=[C:15]2[OH:30]>CN(C)C=O>[F:11][C:12]1[CH:13]=[C:14]2[C:19](=[C:20]([F:23])[C:21]=1[F:22])[N:18]1[CH:2]([CH3:3])[S:24][C:17]1=[C:16]([C:25]([O:27][CH2:28][CH3:29])=[O:26])[C:15]2=[O:30] |f:1.2.3|. Reported procedure: To 25 ml of N,N-dimethylformamide were added 12 g of diiodoethane and 8.3 g of potassium carbonate, a solution of 6.07 g of the compound obtained in Example 4 dissolved in 60 ml of N,N-dimethylformamide was gradually dropped thereinto, and the mixture was stirred for 30 minutes at the same temperature. N,N-Dimethylformamide was evaporated therefrom in vacuo, the residue was dissolved in a mixture of chloroform and methanol (2:1), washed with water, dried over magnesium sulfate, the solvent was e... Reactants: ClCCl, CCOC(=O)CC(=O)Cc1ccccc1, O=S(=O)(Cl)Cl. The product is CCOC(=O)C(Cl)C(=O)Cc1ccccc1. RXN SMILES: [CH2:21]([Cl:22])[Cl:23].[O:1]=[C:2]([CH2:3][C:4](=[O:5])[O:6][CH2:7][CH3:8])[CH2:9][c:10]1[cH:11][cH:12][cH:13][cH:14][cH:15]1.[S:16]([Cl:17])(=[O:18])([Cl:19])=[O:20]>>[O:1]=[C:2]([CH:3]([C:4](=[O:5])[O:6][CH2:7][CH3:8])[Cl:19])[CH2:9][c:10]1[cH:11][cH:12][cH:13][cH:14][cH:15]1.